Dataset: the Open Reaction Database (ORD), a public repository of structured organic reaction records. Task: describe an organic reaction: reactants, conditions, products, and yield Reactants: Cl (hydrochloric acid), BrC=1C=C2C=3N(CCS2)C(C(C3C1)=O)=O (8-bromo-2,3-dihydropyrrolo[1,2,3-de]-1,4-benzothiazine-5,6-dione), OO (hydrogen peroxide), [OH-].[Na+] (sodium hydroxide). The solvent is O (water). Conditions: time 30 minute. The product is BrC=1C=C2C(NCCS2)=C(C1)C(=O)O (7-Bromo-3,4-dihydro-2H-1,4-benzothiazine-5-carboxylic acid). The yield is 92.3%. Reaction SMILES: [Br:1][C:2]1[CH:3]=[C:4]2[S:9][CH2:8][CH2:7][N:6]3C(=O)[C:11](=[O:14])[C:12]([CH:13]=1)=[C:5]23.[OH-:16].[Na+].OO.Cl>O>[Br:1][C:2]1[CH:3]=[C:4]2[S:9][CH2:8][CH2:7][NH:6][C:5]2=[C:12]([C:11]([OH:14])=[O:16])[CH:13]=1 |f:1.2|. Reported procedure: To a suspension of 8-bromo-2,3-dihydropyrrolo[1,2,3-de]-1,4-benzothiazine-5,6-dione (4.6 g) in water (50 ml) was added 2 N sodium hydroxide solution (30 ml) and dissolved. To the solution was added 30% hydrogen peroxide solution (4 ml) at 15° C. After stirring for 30 minutes, the mixture was brought to slightly acidic by the addition of concentrated hydrochloric acid. The resulting crystals were collected by filtration, washed with water and dried to give the title compound (4.1 g, 92.3%) which ... The reactants are C(C)N1CCN(CC2=C1C=C(C=C2)N)CC (1,4-Diethyl-2,3,4,5-tetrahydro-1H-benzo[e][1,4]diazepin-8-ylamine), ClC1=NC=C(C(=N1)NC1=C(C=CC=C1)S(=O)(=O)N(C)C)Cl (2-(2,5-Dichloro-pyrimidin-4-ylamino)-N,N-dimethyl-benzenesulfonamide), C12(C(=O)CC(CC1)C2(C)C)CS(=O)(=O)O (10-camphorsulfonic acid). Run in C(C)(C)O (isopropyl alcohol). Reaction conditions: temperature 100 celsius. Yields the product ClC=1C(=NC(=NC1)NC=1C=CC2=C(N(CCN(C2)CC)CC)C1)NC1=C(C=CC=C1)S(=O)(=O)N(C)C (2-[5-Chloro-2-(1,4-diethyl-2,3,4,5-tetrahydro-1H-benzo[e][1,4]diazepin-8-ylamino)-pyrimidin-4-ylamino]-N,N-dimethyl-benzenesulfonamide), product. Yield: 39.0%. RXN SMILES: [CH2:1]([N:3]1[C:9]2[CH:10]=[C:11]([NH2:14])[CH:12]=[CH:13][C:8]=2[CH2:7][N:6]([CH2:15][CH3:16])[CH2:5][CH2:4]1)[CH3:2].Cl[C:18]1[N:23]=[C:22]([NH:24][C:25]2[CH:30]=[CH:29][CH:28]=[CH:27][C:26]=2[S:31]([N:34]([CH3:36])[CH3:35])(=[O:33])=[O:32])[C:21]([Cl:37])=[CH:20][N:19]=1.C12(CS(O)(=O)=O)C(C)(C)C(CC1)CC2=O>C(O)(C)C>[Cl:37][C:21]1[C:22]([NH:24][C:25]2[CH:30]=[CH:29][CH:28]=[CH:27][C:26]=2[S:31]([N:34]([CH3:36])[CH3:35])(=[O:33])=[O:32])=[N:23][C:18]([NH:14][C:11]2[CH:12]=[CH:13][C:8]3[CH2:7][N:6]([CH2:15][CH3:16])[CH2:5][CH2:4][N:3]([CH2:1][CH3:2])[C:9]=3[CH:10]=2)=[N:19][CH:20]=1. Procedure details: The title compound was prepared from 1,4-Diethyl-2,3,4,5-tetrahydro-1H-benzo[e][1,4]diazepin-8-ylamine (0.105 g, 0.000407 mol), 2-(2,5-Dichloro-pyrimidin-4-ylamino)-N,N-dimethyl-benzenesulfonamide (0.140 g, 0.000403 mol), 10-camphorsulfonic acid (0.237 g, 0.0010 mol) and isopropyl alcohol (4 mL). The mixture was heated in a microwave at 100° C. for 20 min. After evaporation of the solvent, the residue was treated with a 10% sodium carbonate solution/DCM, separated, washed, dried and evaporated t...